From a dataset of the Open Reaction Database (ORD), a public repository of structured organic reaction records. describe an organic reaction: reactants, conditions, products, and yield Starting materials: CC(=O)O[BH-](OC(C)=O)OC(C)=O, CC(=O)O, CC(Cl)Cl, ClCCl, O=C(CN1CCC(c2ccc(F)cc2)(c2ccc(F)cc2)C1=O)N1CC2CCCNC2C1, O=Cc1cccc(C(F)(F)F)c1, [Na+]. The product is O=C(CN1CCC(c2ccc(F)cc2)(c2ccc(F)cc2)C1=O)N1CC2CCCN(Cc3cccc(C(F)(F)F)c3)C2C1. RXN SMILES: [C:45]([O:46][BH-:47]([O:48][C:49](=[O:50])[CH3:51])[O:52][C:53](=[O:54])[CH3:55])(=[O:56])[CH3:57].[CH3:59][C:60](=[O:61])[OH:62].[Cl:63][CH:64]([Cl:65])[CH3:66].[Cl:67][CH2:68][Cl:69].[F:1][c:2]1[cH:3][cH:4][c:5]([C:8]2([c:26]3[cH:27][cH:28][c:29]([F:32])[cH:30][cH:31]3)[C:9](=[O:25])[N:10]([CH2:13][C:14]([N:15]3[CH2:16][CH:17]4[NH:18][CH2:19][CH2:20][CH2:21][CH:22]4[CH2:23]3)=[O:24])[CH2:11][CH2:12]2)[cH:6][cH:7]1.[F:33][C:34]([c:35]1[cH:36][c:37]([CH:38]=[O:39])[cH:40][cH:41][cH:42]1)([F:43])[F:44].[Na+:58]>>[F:1][c:2]1[cH:3][cH:4][c:5]([C:8]2([c:26]3[cH:27][cH:28][c:29]([F:32])[cH:30][cH:31]3)[C:9](=[O:25])[N:10]([CH2:13][C:14]([N:15]3[CH2:16][CH:17]4[N:18]([CH2:38][c:37]5[cH:36][c:35]([C:34]([F:33])([F:43])[F:44])[cH:42][cH:41][cH:40]5)[CH2:19][CH2:20][CH2:21][CH:22]4[CH2:23]3)=[O:24])[CH2:11][CH2:12]2)[cH:6][cH:7]1. Reactants: CC(=O)O[BH-](OC(C)=O)OC(C)=O, O=C([O-])O, C=O, Clc1ccc2c(c1)CN(C1CCNC1)Cc1nnc(C3CCN(c4ccccn4)CC3)n1-2, ClCCl, [Na+], [Na+]. Yields the product CN1CCC(N2Cc3cc(Cl)ccc3-n3c(nnc3C3CCN(c4ccccn4)CC3)C2)C1. RXN SMILES: [C:3]([O:4][BH-:5]([O:6][C:7](=[O:8])[CH3:9])[O:10][C:11](=[O:12])[CH3:13])(=[O:14])[CH3:15].[C:49](=[O:50])([OH:51])[O-:52].[CH2:1]=[O:2].[Cl:17][c:18]1[cH:19][c:20]2[c:21]([cH:47][cH:48]1)-[n:22]1[c:23]([CH:35]3[CH2:36][CH2:37][N:38]([c:41]4[n:42][cH:43][cH:44][cH:45][cH:46]4)[CH2:39][CH2:40]3)[n:24][n:25][c:26]1[CH2:27][N:28]([CH:30]1[CH2:31][NH:32][CH2:33][CH2:34]1)[CH2:29]2.[Cl:54][CH2:55][Cl:56].[Na+:16].[Na+:53]>>[CH3:3][N:32]1[CH2:31][CH:30]([N:28]2[CH2:27][c:26]3[n:22]([c:23]([CH:35]4[CH2:36][CH2:37][N:38]([c:41]5[n:42][cH:43][cH:44][cH:45][cH:46]5)[CH2:39][CH2:40]4)[n:24][n:25]3)-[c:21]3[c:20]([cH:19][c:18]([Cl:17])[cH:48][cH:47]3)[CH2:29]2)[CH2:34][CH2:33]1. The reactants are CN(C)C=O (DMF), Cl.N12CCC(C(CCC1)C2)=O (1-Azabicyclo[3.3.1]nonane-4-one hydrochloride), C([O-])([O-])=O.[K+].[K+] (potassium carbonate). Conditions: temperature 100 celsius. Product: ClC1C(=CN2CCCC1C2)C=O (4-Chloro-3-formyl-1-azabicyclo[3.3.1]non-2-ene). Yield: 91.6%. Reaction SMILES: CN([CH:4]=[O:5])C.[ClH:6].[N:7]12[CH2:15][CH:11]([CH2:12][CH2:13][CH2:14]1)[C:10](=O)[CH2:9][CH2:8]2.C(=O)([O-])[O-].[K+].[K+]>>[Cl:6][CH:10]1[CH:11]2[CH2:15][N:7]([CH2:14][CH2:13][CH2:12]2)[CH:8]=[C:9]1[CH:4]=[O:5] |f:1.2,3.4.5|. Reported procedure: To DMF (50 ml, 0.68 mol) was slowly added POCla (50 ml, 0.54 mol) at 0° C. over 1 h. 1-Azabicyclo[3.3.1]nonane-4-one hydrochloride (17.5 g, 0.1 mol) was added in one portion and the reaction mixture heated at 100° C. for 1 h. After cooling the reaction mixture was poured on ice (1000 g) and the reaction mixture neutralized with potassium carbonate. The water phase was extracted with ether (5×200 ml). The organic phase was dried over MgSO4 and evaporated. The residue was purified by column chroma... Reactants: C(C)(C)(C)[Si](OCCOC1=CC=C(C=C1)C1(CC(=CC(O1)=O)O)CCC1=CC=CC=C1)(C)C (6-{4-[2-(tert-butyl-dimethyl-silanyloxy)-ethoxy]-phenyl }-4-hydroxy-6-phenethyl-5,6-dihydro-pyran-2-one), C(C)(C)(C)C1=C(C=C(C(=C1)O[Si](C)(C)C(C)(C)C)C)SS(=O)(=O)C1=CC=C(C=C1)C (toluene-4-thiosulfonic acid S-[2-tert-butyl-4-(tert-butyl-dimethyl-silanyloxy)-5-methyl-phenyl] ester), C(=O)([O-])[O-].[K+].[K+] (K2CO3). The solvent is CN(C)C=O (DMF). Conditions: time 20 minute. Product: C(C)(C)(C)C1=C(C=C(C(=C1)O)C)SC=1C(OC(CC1O)(CCC1=CC=CC=C1)C1=CC=C(C=C1)OCCO)=O (3-(2-tert-Butyl-4-hydroxy-5-methyl-phenylsulfanyl)-4-hydroxy-6-[4-(2-hydroxy-ethoxy)-phenyl]-6-phenethyl-5,6-dihydro-pyran-2-one). RXN SMILES: C([Si](C)(C)[O:6][CH2:7][CH2:8][O:9][C:10]1[CH:15]=[CH:14][C:13]([C:16]2([CH2:24][CH2:25][C:26]3[CH:31]=[CH:30][CH:29]=[CH:28][CH:27]=3)[O:21][C:20](=[O:22])[CH:19]=[C:18]([OH:23])[CH2:17]2)=[CH:12][CH:11]=1)(C)(C)C.[C:34]([C:38]1[CH:43]=[C:42]([O:44][Si](C(C)(C)C)(C)C)[C:41]([CH3:52])=[CH:40][C:39]=1[S:53]S(C1C=CC(C)=CC=1)(=O)=O)([CH3:37])([CH3:36])[CH3:35].C([O-])([O-])=O.[K+].[K+]>CN(C=O)C>[C:34]([C:38]1[CH:43]=[C:42]([OH:44])[C:41]([CH3:52])=[CH:40][C:39]=1[S:53][C:19]1[C:20](=[O:22])[O:21][C:16]([C:13]2[CH:12]=[CH:11][C:10]([O:9][CH2:8][CH2:7][OH:6])=[CH:15][CH:14]=2)([CH2:24][CH2:25][C:26]2[CH:27]=[CH:28][CH:29]=[CH:30][CH:31]=2)[CH2:17][C:18]=1[OH:23])([CH3:37])([CH3:36])[CH3:35] |f:2.3.4|. Procedure: The title compound was prepared as described in General Method 9 using 6-{4-[2-(tert-butyl-dimethyl-silanyloxy)-ethoxy]-phenyl }-4-hydroxy-6-phenethyl-5,6-dihydro-pyran-2-one (prepared in Example SS; 0.200 g, 0.43 mmol), toluene-4-thiosulfonic acid S-[2-tert-butyl-4-(tert-butyl-dimethyl-silanyloxy)-5-methyl-phenyl] ester prepared in Example JJJ (0.26 g, 0.56 mmol), K2CO3 (0.24 g, 1.7 mmol), and DMF (2.0 mL). After consumption of starting material, the mixture was diluted with MeOH and treated wi...